This data is from the Open Reaction Database (ORD), a public repository of structured organic reaction records. The task is: describe an organic reaction: reactants, conditions, products, and yield The reactants are CC1(O[C@@H]2CO[C@@]3([C@H]([C@@H]2O1)OC(O3)(C)C)COS(=O)(=O)N)C (topiramate), CC(C)(CC=1C=CC=CC1)N.Cl (phentermine hydrochloride), CC(C)(CC=1C=CC=CC1)N (phentermine), CC1(O[C@@H]2CO[C@@]3([C@H]([C@@H]2O1)OC(O3)(C)C)COS(=O)(=O)N)C (topiramate). Product: CC(C)(CC=1C=CC=CC1)N.CC1(O[C@@H]2CO[C@@]3([C@H]([C@@H]2O1)OC(O3)(C)C)COS(=O)(=O)N)C (Phentermine Topiramate). As a reaction SMILES: [CH3:1][C:2]1([CH3:22])[O:10][C@@H:9]2[C@@H:4]([CH2:5][O:6][C@@:7]3([CH2:16][O:17][S:18]([NH2:21])(=[O:20])=[O:19])[O:13][C:12]([CH3:15])([CH3:14])[O:11][C@H:8]32)[O:3]1.[CH3:23][C:24]([NH2:33])([CH2:26][C:27]1[CH:28]=[CH:29][CH:30]=[CH:31][CH:32]=1)[CH3:25].CC(N)(CC1C=CC=CC=1)C.Cl>>[CH3:25][C:24]([NH2:33])([CH2:26][C:27]1[CH:28]=[CH:29][CH:30]=[CH:31][CH:32]=1)[CH3:23].[CH3:1][C:2]1([CH3:22])[O:10][C@@H:9]2[C@@H:4]([CH2:5][O:6][C@@:7]3([CH2:16][O:17][S:18]([NH2:21])(=[O:20])=[O:19])[O:13][C:12]([CH3:14])([CH3:15])[O:11][C@H:8]32)[O:3]1 |f:2.3,4.5|. Reported procedure: The sustained-release pellet of topiramate as prepared in Example 12 and the phentermine pellet as prepared according to Formulation 19 in Example 11 were homogeneously mixed in certain weight ratio via content calculation, and then filled into capsules so that each capsule contained 23 mg of topiramate and 4.67 mg of phentermine hydrochloride (corresponding to 3.75 mg of phentermine). The product is COc1cc(N2CCN(C(=O)Cn3nc(C(F)(F)F)c4c3CCN(S(C)(=O)=O)C4)CC2)ccc1Cl. Reactants: CS(=O)(=O)Cl, COc1cc(N2CCN(C(=O)Cn3nc(C(F)(F)F)c4c3CCNC4)CC2)ccc1Cl, ClCCl. As a reaction SMILES: [CH3:32][S:33]([Cl:34])(=[O:35])=[O:36].[Cl:1][c:2]1[c:3]([O:30][CH3:31])[cH:4][c:5]([N:8]2[CH2:9][CH2:10][N:11]([C:14]([CH2:15][n:16]3[n:17][c:18]([C:25]([F:26])([F:27])[F:28])[c:19]4[c:24]3[CH2:23][CH2:22][NH:21][CH2:20]4)=[O:29])[CH2:12][CH2:13]2)[cH:6][cH:7]1.[Cl:37][CH2:38][Cl:39]>>[Cl:1][c:2]1[c:3]([O:30][CH3:31])[cH:4][c:5]([N:8]2[CH2:9][CH2:10][N:11]([C:14]([CH2:15][n:16]3[n:17][c:18]([C:25]([F:26])([F:27])[F:28])[c:19]4[c:24]3[CH2:23][CH2:22][N:21]([S:33]([CH3:32])(=[O:35])=[O:36])[CH2:20]4)=[O:29])[CH2:12][CH2:13]2)[cH:6][cH:7]1. Reactants: O1CCN(CC1)S(=O)(=O)C=1C=C(C(=O)NN)C=CC1 (3-(Morpholinosulfonyl)benzohydrazide), ClC=1C=CC(=C(C1)C(CC)=O)O (1-(5-chloro-2-hydroxyphenyl)propan-1-one). The solvent is CO (methanol), C(C)(=O)O (acetic acid). Conditions: temperature 120 celsius. Product: ClC=1C=CC(=C(C1)\C(\CC)=N\NC(C1=CC(=CC=C1)S(=O)(=O)N1CCOCC1)=O)O ((E)-N′-(1-(5-chloro-2-hydroxyphenyl)propylidene)-3-(morpholinosulfonyl)benzohydrazide). Yield: 31.6%. Reaction SMILES: [O:1]1[CH2:6][CH2:5][N:4]([S:7]([C:10]2[CH:11]=[C:12]([CH:17]=[CH:18][CH:19]=2)[C:13]([NH:15][NH2:16])=[O:14])(=[O:9])=[O:8])[CH2:3][CH2:2]1.[Cl:20][C:21]1[CH:22]=[CH:23][C:24]([OH:31])=[C:25]([C:27](=O)[CH2:28][CH3:29])[CH:26]=1>CO.C(O)(=O)C>[Cl:20][C:21]1[CH:22]=[CH:23][C:24]([OH:31])=[C:25](/[C:27](=[N:16]/[NH:15][C:13](=[O:14])[C:12]2[CH:17]=[CH:18][CH:19]=[C:10]([S:7]([N:4]3[CH2:5][CH2:6][O:1][CH2:2][CH2:3]3)(=[O:9])=[O:8])[CH:11]=2)/[CH2:28][CH3:29])[CH:26]=1. Reported procedure: 3-(Morpholinosulfonyl)benzohydrazide (40 mg, 0.140 mmol) and 1-(5-chloro-2-hydroxyphenyl)propan-1-one (25.9 mg, 0.140 mmol) were dissolved in methanol (4 mL) in the presence of acetic acid as a catalyst, and the reaction mixture was heated via microwave irradiation to 120° C. for 30 min. The reaction was monitored by TLC. Upon completion of the reaction and following cooling, the solvent was removed by vacuum, and the resulting crude material was purified by flash column chromatography (2% CH3OH... The reactants are CNC1=CC=CC=C1 (N-methylaniline), CC1=CC(=NC(=N1)Cl)N1C(C2=CC=CC=C2CC1)C (6-methyl-4-(1-methyl-1,2,3,4-tetrahydroisoquinolin-2-yl)-2-chloropyrimidine). The solvent is CN(C=O)C (dimethylformamide). Yields the product Cl.CC1=CC(=NC(=N1)N(C)C1=CC=CC=C1)N1C(C2=CC=CC=C2CC1)C (6-methyl-2-(N-methylphenylamino)-4-(1-methyl-1,2,3,4-tetrahydroisoquinolin-2-yl)pyrimidine hydrochloride). Isolated yield 57.3%. As a reaction SMILES: [CH3:1][NH:2][C:3]1[CH:8]=[CH:7][CH:6]=[CH:5][CH:4]=1.[CH3:9][C:10]1[N:15]=[C:14]([Cl:16])[N:13]=[C:12]([N:17]2[CH2:26][CH2:25][C:24]3[C:19](=[CH:20][CH:21]=[CH:22][CH:23]=3)[CH:18]2[CH3:27])[CH:11]=1>CN(C)C=O>[ClH:16].[CH3:9][C:10]1[N:15]=[C:14]([N:2]([C:3]2[CH:8]=[CH:7][CH:6]=[CH:5][CH:4]=2)[CH3:1])[N:13]=[C:12]([N:17]2[CH2:26][CH2:25][C:24]3[C:19](=[CH:20][CH:21]=[CH:22][CH:23]=3)[CH:18]2[CH3:27])[CH:11]=1 |f:3.4|. Procedure: After N-methylaniline(0.9 ml, 8.4 mmol) was added to a mixture solution of 6-methyl-4-(1-methyl-1,2,3,4-tetrahydroisoquinolin-2-yl)-2-chloropyrimidine(1.5 g, 5.5 mmol) and dimethylformamide(10 ml), 1.2 g of the titled compound was obtained in accordance with the same procedure as in Step 2 of Example 1 Starting materials: O=C(NCCCN1CCC2(CC2)C(O)C1)OCc1ccccc1, CO, [Pd]. The product is NCCCN1CCC2(CC2)C(O)C1. RXN SMILES: [CH2:1]([O:2][C:3](=[O:4])[NH:10][CH2:11][CH2:12][CH2:13][N:14]1[CH2:15][CH:16]([OH:22])[C:17]2([CH2:18][CH2:19]2)[CH2:20][CH2:21]1)[c:5]1[cH:6][cH:7][cH:8][cH:9][cH:23]1.[CH3:24][OH:25].[Pd:26]>>[NH2:10][CH2:11][CH2:12][CH2:13][N:14]1[CH2:15][CH:16]([OH:22])[C:17]2([CH2:18][CH2:19]2)[CH2:20][CH2:21]1.